This data is from the Open Reaction Database (ORD), a public repository of structured organic reaction records. The task is: describe an organic reaction: reactants, conditions, products, and yield The reactants are CC(OC(=O)N(CC(=O)NC1C(=O)N2C1SC(C)(CBr)C2C(=O)OCC(Cl)(Cl)Cl)c1ccccc1)C1CC1, O=C([O-])O, Cc1nnc(S)s1, NC=O, [Na+], O. Yields the product Cc1nnc(SCC2(C)SC3C(NC(=O)CN(C(=O)OC(C)C4CC4)c4ccccc4)C(=O)N3C2C(=O)OCC(Cl)(Cl)Cl)s1. As a reaction SMILES: [Br:1][CH2:2][C:3]1([CH3:38])[S:4][CH:5]2[N:6]([CH:7]1[C:8](=[O:9])[O:10][CH2:11][C:12]([Cl:13])([Cl:14])[Cl:15])[C:16](=[O:37])[CH:17]2[NH:18][C:19]([CH2:20][N:21]([C:22](=[O:23])[O:24][CH:25]([CH3:26])[CH:27]1[CH2:28][CH2:29]1)[c:30]1[cH:31][cH:32][cH:33][cH:34][cH:35]1)=[O:36].[C:39](=[O:40])([OH:41])[O-:42].[CH3:44][c:45]1[n:46][n:47][c:48]([SH:50])[s:49]1.[CH:52]([NH2:53])=[O:54].[Na+:43].[OH2:51]>>[CH2:2]([C:3]1([CH3:38])[S:4][CH:5]2[N:6]([CH:7]1[C:8](=[O:9])[O:10][CH2:11][C:12]([Cl:13])([Cl:14])[Cl:15])[C:16](=[O:37])[CH:17]2[NH:18][C:19]([CH2:20][N:21]([C:22](=[O:23])[O:24][CH:25]([CH3:26])[CH:27]1[CH2:28][CH2:29]1)[c:30]1[cH:31][cH:32][cH:33][cH:34][cH:35]1)=[O:36])[S:50][c:48]1[n:47][n:46][c:45]([CH3:44])[s:49]1.